From a dataset of the Open Reaction Database (ORD), a public repository of structured organic reaction records. describe an organic reaction: reactants, conditions, products, and yield The reactants are Nc1ncccc1Br, COCCOC, Cc1ccc(Oc2ccc(B3OC(C)(C)C(C)(C)O3)cc2)cc1, [Na+], [Na+], O=C([O-])[O-], O, c1ccc(P(c2ccccc2)(c2ccccc2)[Pd](P(c2ccccc2)(c2ccccc2)c2ccccc2)(P(c2ccccc2)(c2ccccc2)c2ccccc2)P(c2ccccc2)(c2ccccc2)c2ccccc2)cc1. Product: Cc1ccc(Oc2ccc(-c3cccnc3N)cc2)cc1. Reaction SMILES: [Br:1][c:2]1[c:3]([NH2:8])[n:4][cH:5][cH:6][cH:7]1.[CH3:38][O:39][CH2:40][CH2:41][O:42][CH3:43].[CH3:9][C:10]1([CH3:11])[C:12]([CH3:13])([CH3:14])[O:15][B:16]([c:17]2[cH:18][cH:19][c:20]([O:23][c:24]3[cH:25][cH:26][c:27]([CH3:30])[cH:28][cH:29]3)[cH:21][cH:22]2)[O:31]1.[Na+:32].[Na+:33].[O-:34][C:35](=[O:36])[O-:37].[OH2:44].[cH:45]1[cH:46][cH:47][c:48]([P:49]([Pd:50]([P:51]([c:52]2[cH:53][cH:54][cH:55][cH:56][cH:57]2)([c:58]2[cH:59][cH:60][cH:61][cH:62][cH:63]2)[c:64]2[cH:65][cH:66][cH:67][cH:68][cH:69]2)([P:70]([c:71]2[cH:72][cH:73][cH:74][cH:75][cH:76]2)([c:77]2[cH:78][cH:79][cH:80][cH:81][cH:82]2)[c:83]2[cH:84][cH:85][cH:86][cH:87][cH:88]2)[P:89]([c:90]2[cH:91][cH:92][cH:93][cH:94][cH:95]2)([c:96]2[cH:97][cH:98][cH:99][cH:100][cH:101]2)[c:102]2[cH:103][cH:104][cH:105][cH:106][cH:107]2)([c:108]2[cH:109][cH:110][cH:111][cH:112][cH:113]2)[c:114]2[cH:115][cH:116][cH:117][cH:118][cH:119]2)[cH:120][cH:121]1>>[c:2]1(-[c:17]2[cH:18][cH:19][c:20]([O:23][c:24]3[cH:25][cH:26][c:27]([CH3:30])[cH:28][cH:29]3)[cH:21][cH:22]2)[c:3]([NH2:8])[n:4][cH:5][cH:6][cH:7]1.